This data is from the Open Reaction Database (ORD), a public repository of structured organic reaction records. The task is: describe an organic reaction: reactants, conditions, products, and yield As a reaction SMILES: [CH3:1][O-:2].[CH3:25][N:26]([CH3:27])[CH:28]=[O:29].[Cl:4][c:5]1[cH:6][c:7](-[c:10]2[n:11][n:12][c:13]3[n:14]2[n:15][c:16]([OH:23])[c:17]2[cH:18][cH:19][cH:20][cH:21][c:22]32)[n:8][o:9]1.[Na+:3].[OH2:24]>>[CH3:1][O:2][c:5]1[cH:6][c:7](-[c:10]2[n:11][n:12][c:13]3[n:14]2[n:15][c:16]([OH:23])[c:17]2[cH:18][cH:19][cH:20][cH:21][c:22]32)[n:8][o:9]1. The product is COc1cc(-c2nnc3c4ccccc4c(O)nn23)no1. Starting materials: C[O-], CN(C)C=O, Oc1nn2c(-c3cc(Cl)on3)nnc2c2ccccc12, [Na+], O. Procedure: General Procedure BB. To a solution of 3-(3,4-difluorobenzylcarbamoyl)-2-isopropyl-1-(pyridin-2-ylmethyl)-1H-indol-6-yl trifluoromethanesulfonate (Compound 202, 33 mg, 0.06 mmol) in toluene (8 ml) and MeOH (1 ml) at 25° C., bubbled with argon then added LiCl (8 mg, 0.18 mmol), Na2CO3 (aqueous) (2M, 0.1 ml), Pd(PPh3)4 (3.4 mg, 0.003 mmol), and 5-pyrimidine boronic acid (11 mg, 0.09 mmol). The reaction was stirred for 12 h at 80° C., diluted with EtOAc, the organic layer was washed with brine, dri... Conditions: temperature 80 celsius, time 12 hour. Run in CCOC(=O)C (EtOAc), C1(=CC=CC=C1)C (toluene), CO (MeOH). Reactants: FC(S(=O)(=O)OC1=CC=C2C(=C(N(C2=C1)CC1=NC=CC=C1)C(C)C)C(NCC1=CC(=C(C=C1)F)F)=O)(F)F (3-(3,4-difluorobenzylcarbamoyl)-2-isopropyl-1-(pyridin-2-ylmethyl)-1H-indol-6-yl trifluoromethanesulfonate), FC(S(=O)(=O)OC1=CC=C2C(=C(N(C2=C1)CC1=NC=CC=C1)C(C)C)C(NCC1=CC(=C(C=C1)F)F)=O)(F)F (3-(3,4-difluorobenzylcarbamoyl)-2-isopropyl-1-(pyridin-2-ylmethyl)-1H-indol-6-yl trifluoromethanesulfonate), C(=O)([O-])[O-].[Na+].[Na+] (Na2CO3), N1=CN=CC(=C1)B(O)O (5-pyrimidine boronic acid), [Li+].[Cl-] (LiCl). Yields the product FC=1C=C(CNC(=O)C2=C(N(C3=CC(=CC=C23)C=2C=NC=NC2)CC2=NC=CC=C2)C(C)C)C=CC1F (N-(3,4-Difluorobenzyl)-2-isopropyl-1-(pyridin-2-ylmethyl)-6-(pyrimidin-5-yl)-1H-indole-3-carboxamide). As a reaction SMILES: FC(F)(F)S(O[C:7]1[CH:15]=[C:14]2[C:10]([C:11]([C:26](=[O:37])[NH:27][CH2:28][C:29]3[CH:34]=[CH:33][C:32]([F:35])=[C:31]([F:36])[CH:30]=3)=[C:12]([CH:23]([CH3:25])[CH3:24])[N:13]2[CH2:16][C:17]2[CH:22]=[CH:21][CH:20]=[CH:19][N:18]=2)=[CH:9][CH:8]=1)(=O)=O.[Li+].[Cl-].C([O-])([O-])=O.[Na+].[Na+].[N:48]1[CH:53]=[C:52](B(O)O)[CH:51]=[N:50][CH:49]=1>C1(C)C=CC=CC=1.CO.CCOC(C)=O.C1C=CC([P]([Pd]([P](C2C=CC=CC=2)(C2C=CC=CC=2)C2C=CC=CC=2)([P](C2C=CC=CC=2)(C2C=CC=CC=2)C2C=CC=CC=2)[P](C2C=CC=CC=2)(C2C=CC=CC=2)C2C=CC=CC=2)(C2C=CC=CC=2)C2C=CC=CC=2)=CC=1>[F:36][C:31]1[CH:30]=[C:29]([CH:34]=[CH:33][C:32]=1[F:35])[CH2:28][NH:27][C:26]([C:11]1[C:10]2[C:14](=[CH:15][C:7]([C:52]3[CH:53]=[N:48][CH:49]=[N:50][CH:51]=3)=[CH:8][CH:9]=2)[N:13]([CH2:16][C:17]2[CH:22]=[CH:21][CH:20]=[CH:19][N:18]=2)[C:12]=1[CH:23]([CH3:24])[CH3:25])=[O:37] |f:1.2,3.4.5,^1:75,77,96,115|. Reagents/catalysts: C=1C=CC(=CC1)[P](C=2C=CC=CC2)(C=3C=CC=CC3)[Pd]([P](C=4C=CC=CC4)(C=5C=CC=CC5)C=6C=CC=CC6)([P](C=7C=CC=CC7)(C=8C=CC=CC8)C=9C=CC=CC9)[P](C=1C=CC=CC1)(C=1C=CC=CC1)C=1C=CC=CC1 (Pd(PPh3)4). Reactants: C(C1=CC=CC=C1)(C1=CC=CC=C1)OC(=O)C=1N2C(C(C2SCC1CC=O)NC(C(C=1N=C(SC1)NC(C1=CC=CC=C1)(C1=CC=CC=C1)C1=CC=CC=C1)=NOC(C)(C)C(=O)OC(C)(C)C)=O)=O (2-benzhydryloxycarbonyl-7-{2-[(2-t-butoxycarbonylprop-2-yl)-oxyimino]-2-(2-tritylaminothiazol-4-yl)-acetamido}-3-formylmethyl-8-oxo-5-thia-1-azabicyclo[4.2.0]oct-2-ene), C(C1=CC=CC=C1)(C1=CC=CC=C1)OC(=O)C=1N2C(C(C2SCC1CC=O)NC(C(C=1N=C(SC1)NC(C1=CC=CC=C1)(C1=CC=CC=C1)C1=CC=CC=C1)=NOC(C)(C)C(=O)OC(C)(C)C)=O)=O (2-benzhydryloxycarbonyl-7-{2-[(2-t-butoxycarbonylprop-2-yl)-oxyimino]-2-(2-tritylaminothiazol-4-yl)-acetamido}-3-formylmethyl-8-oxo-5-thia-1-azabicyclo[4.2.0]oct-2-ene), C1(=CC=C(C=C1)S(=O)(=O)Cl)C (p-Toluenesulphonyl chloride), O (water). Run in N1=CC=CC=C1 (pyridine). Conditions: temperature 20 celsius, time 1 hour. Product: C(C1=CC=CC=C1)(C1=CC=CC=C1)OC(=O)C=1N2C(C(C2SCC1C=COS(=O)(=O)C1=CC=C(C)C=C1)NC(C(C=1N=C(SC1)NC(C1=CC=CC=C1)(C1=CC=CC=C1)C1=CC=CC=C1)=NOC(C)(C)C(=O)OC(C)(C)C)=O)=O (2-benzhydryloxycarbonyl-7-{2-[(2-t-butoxycarbonylprop-2-yl)-oxyimino]-2-(2-tritylaminothiazol-4-yl)-acetamido}-8-oxo-3-(2-tosyloxyvinyl)-5-thia-1-azabicyclo[4.2.0]oct-2-ene). The yield is 8.3%. As a reaction SMILES: [C:1]1([CH3:11])[CH:6]=[CH:5][C:4]([S:7](Cl)(=[O:9])=[O:8])=[CH:3][CH:2]=1.[CH:12]([O:25][C:26]([C:28]1[N:29]2[CH:32]([S:33][CH2:34][C:35]=1[CH2:36][CH:37]=[O:38])[CH:31]([NH:39][C:40](=[O:79])[C:41](=[N:67][O:68][C:69]([C:72]([O:74][C:75]([CH3:78])([CH3:77])[CH3:76])=[O:73])([CH3:71])[CH3:70])[C:42]1[N:43]=[C:44]([NH:47][C:48]([C:61]3[CH:66]=[CH:65][CH:64]=[CH:63][CH:62]=3)([C:55]3[CH:60]=[CH:59][CH:58]=[CH:57][CH:56]=3)[C:49]3[CH:54]=[CH:53][CH:52]=[CH:51][CH:50]=3)[S:45][CH:46]=1)[C:30]2=[O:80])=[O:27])([C:19]1[CH:24]=[CH:23][CH:22]=[CH:21][CH:20]=1)[C:13]1[CH:18]=[CH:17][CH:16]=[CH:15][CH:14]=1.O>N1C=CC=CC=1>[CH:12]([O:25][C:26]([C:28]1[N:29]2[CH:32]([S:33][CH2:34][C:35]=1[CH:36]=[CH:37][O:38][S:7]([C:4]1[CH:5]=[CH:6][C:1]([CH3:11])=[CH:2][CH:3]=1)(=[O:9])=[O:8])[CH:31]([NH:39][C:40](=[O:79])[C:41](=[N:67][O:68][C:69]([C:72]([O:74][C:75]([CH3:78])([CH3:77])[CH3:76])=[O:73])([CH3:70])[CH3:71])[C:42]1[N:43]=[C:44]([NH:47][C:48]([C:49]3[CH:50]=[CH:51][CH:52]=[CH:53][CH:54]=3)([C:55]3[CH:60]=[CH:59][CH:58]=[CH:57][CH:56]=3)[C:61]3[CH:66]=[CH:65][CH:64]=[CH:63][CH:62]=3)[S:45][CH:46]=1)[C:30]2=[O:80])=[O:27])([C:19]1[CH:24]=[CH:23][CH:22]=[CH:21][CH:20]=1)[C:13]1[CH:18]=[CH:17][CH:16]=[CH:15][CH:14]=1. Procedure details: p-Toluenesulphonyl chloride (1.31 g) is added to a solution, cooled to 5° C., of the syn isomer of 2-benzhydryloxycarbonyl-7-{2-[(2-t-butoxycarbonylprop-2-yl)-oxyimino]-2-(2-tritylaminothiazol-4-yl)-acetamido}-3-formylmethyl-8-oxo-5-thia-1-azabicyclo[4.2.0]oct-2-ene (product 5e) (4.45 g) in pyridine (50 cc). The temperature is left to rise to 20° C. in the course of 30 minutes, the mixture is stirred for 1 hour at 20° C. and poured into iced water (300 cc), the water is decanted and the insolubl... Procedure details: By the procedure of Step C in Example 1, methyl 8-amino-4H-imidazo-[2,1-c][1,4]-benzoxazine-2-carboxylate and ethyl chlorooxalate were reacted in dimethylformamide as solvent to obtain a 65% yield of methyl 8-(ethoxalylamino)-4H-imidazo-[2,1-c][1,4]-benzoxazine-2-carboxylate with a melting point of 186°-8° C. Isolated yield 65.0%. The product is C(=O)(C(=O)OCC)NC=1C=CC2=C(N3C(CO2)=NC(=C3)C(=O)OC)C1 (methyl 8-(ethoxalylamino)-4H-imidazo-[2,1-c][1,4]-benzoxazine-2-carboxylate). Solvent: CN(C=O)C (dimethylformamide). Reaction SMILES: [NH2:1][C:2]1[CH:3]=[CH:4][C:5]2[O:10][CH2:9][C:8]3=[N:11][C:12]([C:14]([O:16][CH3:17])=[O:15])=[CH:13][N:7]3[C:6]=2[CH:18]=1.[C:19](Cl)(=[O:25])[C:20]([O:22][CH2:23][CH3:24])=[O:21]>CN(C)C=O>[C:19]([NH:1][C:2]1[CH:3]=[CH:4][C:5]2[O:10][CH2:9][C:8]3=[N:11][C:12]([C:14]([O:16][CH3:17])=[O:15])=[CH:13][N:7]3[C:6]=2[CH:18]=1)([C:20]([O:22][CH2:23][CH3:24])=[O:21])=[O:25]. The reactants are NC=1C=CC2=C(N3C(CO2)=NC(=C3)C(=O)OC)C1 (methyl 8-amino-4H-imidazo-[2,1-c][1,4]-benzoxazine-2-carboxylate), C(C(=O)OCC)(=O)Cl (ethyl chlorooxalate). Reactants: COC(=O)C(C)c1ccc(NCCC(=O)O)c(Cl)c1, Cc1ccccc1, [Na+], [OH-]. Product: COC(=O)C(C)c1cc(Cl)c2c(c1)C(=O)CCN2. RXN SMILES: [C:1](=[O:2])([OH:3])[CH2:4][CH2:5][NH:6][c:7]1[c:8]([Cl:19])[cH:9][c:10]([CH:13]([C:14](=[O:15])[O:16][CH3:17])[CH3:18])[cH:11][cH:12]1.[CH3:22][c:23]1[cH:24][cH:25][cH:26][cH:27][cH:28]1.[Na+:21].[OH-:20]>>[C:1]1(=[O:3])[CH2:4][CH2:5][NH:6][c:7]2[c:8]([Cl:19])[cH:9][c:10]([CH:13]([C:14](=[O:15])[O:16][CH3:17])[CH3:18])[cH:11][c:12]21. Starting materials: OC1=CC=C(C=C1)C(C)(C)C1=CC=C(C=C1)O (bisphenol A), C(OC1=CC=CC=C1)(OC1=CC=CC=C1)=O (diphenyl carbonate), CCCC[N+](CCCC)(CCCC)CCCC.C1=CC=C(C=C1)C(=O)O.C1=CC=C(C=C1)C(=O)[O-] (tetrabutyl ammonium bibenzoate), C(C1=CC=CC=C1)(=O)OC1=CC=CC=C1 (phenyl benzoate). Reaction conditions: temperature 160 celsius. Yields the product CC(C)(C1=CC=C(C=C1)O)C2=CC=C(C=C2)O.C(=O)(O)O (bisphenol A polycarbonate). The yield is 99.0%. RXN SMILES: [OH:1][C:2]1[CH:7]=[CH:6][C:5]([C:8]([C:11]2[CH:16]=[CH:15][C:14]([OH:17])=[CH:13][CH:12]=2)([CH3:10])[CH3:9])=[CH:4][CH:3]=1.[C:18](=[O:33])([O:26]C1C=CC=CC=1)[O:19]C1C=CC=CC=1.CCCC[N+](CCCC)(CCCC)CCCC.C1C=CC(C(O)=O)=CC=1.C1C=CC(C([O-])=O)=CC=1.C(OC1C=CC=CC=1)(=O)C1C=CC=CC=1>>[CH3:10][C:8]([C:5]1[CH:6]=[CH:7][C:2]([OH:1])=[CH:3][CH:4]=1)([C:11]1[CH:12]=[CH:13][C:14]([OH:17])=[CH:15][CH:16]=1)[CH3:9].[C:18]([OH:33])([OH:26])=[O:19] |f:2.3.4,6.7|. Reported procedure: 0.20 mol bisphenol A, 0.21 mol diphenyl carbonate, 3×10-6 mol tetrabutyl ammonium bibenzoate and 4×10-3 mol phenyl benzoate are taken in a 250 ml glass reactor equipped with stirrer, nitrogen inlet and distillation assembly. Under the blanket of nitrogen the contents in the reactor were heated by means of thermostatically controlled furnace to 160° C. for 11/2 hr. Subsequently, the temperature was increased to 230° C. and pressure reduced from atmospheric to 100 mm Hg, and on keeping constant th... Reactants: OC(C#N)CCC1=CC=CC=C1 (2-hydroxy-4-phenylbutanenitrile), [OH-].[Na+] (NaOH), OC(C#N)CCC1=CC=CC=C1 (2-hydroxy-4-phenylbutanenitrile), NCC(CC(C)C)O (1-Amino-4-methylpentan-2-ol), [H-].[H-].[H-].[H-].[Li+].[Al+3] (LiAlH4). The solvent is CCOCC (Et2O), O (H2O), O (H2O). Yields the product NCC(CCC1=CC=CC=C1)O (1-Amino-4-phenylbutan-2-ol). As a reaction SMILES: [OH:1][CH:2]([CH2:5][CH2:6][C:7]1[CH:12]=[CH:11][CH:10]=[CH:9][CH:8]=1)[C:3]#[N:4].NCC(O)CC(C)C.[H-].[H-].[H-].[H-].[Li+].[Al+3].[OH-].[Na+]>O.CCOCC>[NH2:4][CH2:3][CH:2]([OH:1])[CH2:5][CH2:6][C:7]1[CH:8]=[CH:9][CH:10]=[CH:11][CH:12]=1 |f:2.3.4.5.6.7,8.9|. Reported procedure: 1b is prepared from 2-hydroxy-4-phenylbutanenitrile according to the protocol described for 1a; LiAlH4 (6.2 g, 163 mmol), Et2O (120 ml), 2-hydroxy-4-phenylbutanenitrile (12.4 g, 77 mmol), H2O (6.2 ml), 15% aqueous NaOH (6.2 ml) and H2O (18 ml). The product, an orange oil, is used with no other purification (11 g, 87%); 1H NMR (100 MHz, CDCl3) δ: 1.80 (m, 3H), 2.65 (m, 4H), 3.62 (m, 3H), 7.21 (s, 5H); 13C NMR (25 MHz, CDCl3) δ: 33.98, 36.25, 70.92, 125.46, 128.04, 141.74. Analysis calculated for ... Starting materials: N1[C@@H](CC2=CC=C(C=C2)Cl)C(=O)N[C@H](CCCNC(NS(=O)(=O)C2=CC=C(C)C=C2)=N)C(=O)N[C@@H](CC2=CC=CC=C2)C(=O)N[C@H](C)C(=O)N[C@@H](CC2=CNC3=CC=CC=C23)C1=O (cyclo(-pClPhe-D-Arg(Tos)-Phe-D-Ala-Trp-)), C1=CC(=CC=C1O)C (p-cresol). Run in C(C)(S)S (ethanedithiol). The product is N1[C@@H](CC2=CC=C(C=C2)Cl)C(=O)N[C@H](CCCNC(N)=N)C(=O)N[C@@H](CC2=CC=CC=C2)C(=O)N[C@H](C)C(=O)N[C@@H](CC2=CNC3=CC=CC=C23)C1=O (cyclo(-pClPhe-D-Arg-Phe-D-Ala-Trp-)). Reaction SMILES: [NH:1]1[C:62](=[O:63])[C@H:51]([CH2:52][C:53]2[C:61]3[C:56](=[CH:57][CH:58]=[CH:59][CH:60]=3)[NH:55][CH:54]=2)[NH:50][C:48](=[O:49])[C@@H:46]([CH3:47])[NH:45][C:43](=[O:44])[C@H:35]([CH2:36][C:37]2[CH:42]=[CH:41][CH:40]=[CH:39][CH:38]=2)[NH:34][C:32](=[O:33])[C@@H:14]([CH2:15][CH2:16][CH2:17][NH:18][C:19](=[NH:31])[NH:20]S(C2C=CC(C)=CC=2)(=O)=O)[NH:13][C:11](=[O:12])[C@@H:2]1[CH2:3][C:4]1[CH:9]=[CH:8][C:7]([Cl:10])=[CH:6][CH:5]=1.C1C(O)=CC=C(C)C=1>C(S)(S)C>[NH:1]1[C:62](=[O:63])[C@H:51]([CH2:52][C:53]2[C:61]3[C:56](=[CH:57][CH:58]=[CH:59][CH:60]=3)[NH:55][CH:54]=2)[NH:50][C:48](=[O:49])[C@@H:46]([CH3:47])[NH:45][C:43](=[O:44])[C@H:35]([CH2:36][C:37]2[CH:38]=[CH:39][CH:40]=[CH:41][CH:42]=2)[NH:34][C:32](=[O:33])[C@@H:14]([CH2:15][CH2:16][CH2:17][NH:18][C:19](=[NH:20])[NH2:31])[NH:13][C:11](=[O:12])[C@@H:2]1[CH2:3][C:4]1[CH:9]=[CH:8][C:7]([Cl:10])=[CH:6][CH:5]=1. Procedure details: The crude cyclo(-pClPhe-D-Arg(Tos)-Phe-D-Ala-Trp-) (100 mg) as obtained in Example 38 was treated with HF in the presence of p-cresol (100 mg) and ethanedithiol (100 ml) for 2 hours, while cooling with ice. After HF was removed by distillation, ether was added to the residue and the precipitate formed was collected by filtration. This was purified by gel chromatography (G-25; 2 cm×80 cm). Finally, 1/5 of the product was further purified by HPLC using a column for partitioning purification of D-O...